This data is from the Open Reaction Database (ORD), a public repository of structured organic reaction records. The task is: describe an organic reaction: reactants, conditions, products, and yield The reactants are CCC(C#Cc1ccc(C(CC)(CC)c2ccc(-c3cncc(CC(=O)OC)c3)c(C)c2)cc1C)(CC)O[Si](C)(C)C, CCCC[N+](CCCC)(CCCC)CCCC, CCOC(C)=O, [F-], C1CCOC1. The product is CCC(O)(C#Cc1ccc(C(CC)(CC)c2ccc(-c3cncc(CC(=O)OC)c3)c(C)c2)cc1C)CC. Reaction SMILES: [CH3:19][O:20][C:21]([CH2:22][c:23]1[cH:24][n:25][cH:26][c:27](-[c:29]2[c:30]([CH3:59])[cH:31][c:32]([C:35]([CH2:36][CH3:37])([c:38]3[cH:39][c:40]([CH3:56])[c:41]([C:44]#[C:45][C:46]([CH2:47][CH3:48])([O:49][Si:50]([CH3:51])([CH3:52])[CH3:53])[CH2:54][CH3:55])[cH:42][cH:43]3)[CH2:57][CH3:58])[cH:33][cH:34]2)[cH:28]1)=[O:60].[CH3:2][CH2:3][CH2:4][CH2:5][N+:6]([CH2:7][CH2:8][CH2:9][CH3:10])([CH2:11][CH2:12][CH2:13][CH3:14])[CH2:15][CH2:16][CH2:17][CH3:18].[CH3:66][CH2:67][O:68][C:69](=[O:70])[CH3:71].[F-:1].[O:61]1[CH2:62][CH2:63][CH2:64][CH2:65]1>>[CH3:19][O:20][C:21]([CH2:22][c:23]1[cH:24][n:25][cH:26][c:27](-[c:29]2[c:30]([CH3:59])[cH:31][c:32]([C:35]([CH2:36][CH3:37])([c:38]3[cH:39][c:40]([CH3:56])[c:41]([C:44]#[C:45][C:46]([CH2:47][CH3:48])([OH:49])[CH2:54][CH3:55])[cH:42][cH:43]3)[CH2:57][CH3:58])[cH:33][cH:34]2)[cH:28]1)=[O:60].